This data is from the Open Reaction Database (ORD), a public repository of structured organic reaction records. The task is: describe an organic reaction: reactants, conditions, products, and yield The product is FC(C=1C(=NC=CC1)N1CC(N(CC1)C1=NC2=C(N1COCC[Si](C)(C)C)C=CC(=C2)C(F)(F)F)=O)(F)F (4-(3-Trifluoromethyl-pyridin-2-yl)-1-[5-trifluoromethyl-1-(2-trimethylsilanyl-ethoxymethyl)-1H-benzoimidazol-2-yl]-piperazin-2-one). Reagents/catalysts: C1=CC=C(C=C1)/C=C/C(=O)/C=C/C2=CC=CC=C2.C1=CC=C(C=C1)/C=C/C(=O)/C=C/C2=CC=CC=C2.C1=CC=C(C=C1)/C=C/C(=O)/C=C/C2=CC=CC=C2.C(Cl)(Cl)Cl.[Pd].[Pd] (tris (dibenzylideneacetone) dipalladium (0) chloroform adduct). As a reaction SMILES: Cl[C:2]1[N:6]([CH2:7][O:8][CH2:9][CH2:10][Si:11]([CH3:14])([CH3:13])[CH3:12])[C:5]2[CH:15]=[CH:16][C:17]([C:19]([F:22])([F:21])[F:20])=[CH:18][C:4]=2[N:3]=1.[F:23][C:24]([F:39])([F:38])[C:25]1[C:26]([N:31]2[CH2:36][CH2:35][NH:34][C:33](=[O:37])[CH2:32]2)=[N:27][CH:28]=[CH:29][CH:30]=1.C1(P(C2C=CC=CC=2)C2C3OC4C(=CC=CC=4P(C4C=CC=CC=4)C4C=CC=CC=4)C(C)(C)C=3C=CC=2)C=CC=CC=1.C(=O)([O-])[O-].[Cs+].[Cs+]>O1CCOCC1.C1C=CC(/C=C/C(/C=C/C2C=CC=CC=2)=O)=CC=1.C1C=CC(/C=C/C(/C=C/C2C=CC=CC=2)=O)=CC=1.C1C=CC(/C=C/C(/C=C/C2C=CC=CC=2)=O)=CC=1.C(Cl)(Cl)Cl.[Pd].[Pd]>[F:39][C:24]([F:23])([F:38])[C:25]1[C:26]([N:31]2[CH2:36][CH2:35][N:34]([C:2]3[N:6]([CH2:7][O:8][CH2:9][CH2:10][Si:11]([CH3:14])([CH3:13])[CH3:12])[C:5]4[CH:15]=[CH:16][C:17]([C:19]([F:22])([F:21])[F:20])=[CH:18][C:4]=4[N:3]=3)[C:33](=[O:37])[CH2:32]2)=[N:27][CH:28]=[CH:29][CH:30]=1 |f:3.4.5,7.8.9.10.11.12|. Procedure: A mixture of 2-chloro-5-trifluoromethyl-1-(2-trimethylsilanyl-ethoxymethyl)-1H-benzoimidazole from step (a) above (716 mg, 2 mmol), 4-(3-trifluoromethyl-pyridin-2-yl)-piperazin-2-one from step (b) above (500 mg, 2 mmol), tris (dibenzylideneacetone) dipalladium (0) chloroform adduct (207 mg, 0.2 mmol, Strem Chemicals), 4,5-bis (diphenylphosphino)-9,9-dimethylxanthene (213 mg, 0.4 mmol, Aldrich) and cesium carbonate (978 mg, 3 mmol, Aldrich) in 1,4-dioxane (2 mL) was subjected to microwave irradia... Solvent: O1CCOCC1 (1,4-dioxane). The reactants are ClC1=NC2=C(N1COCC[Si](C)(C)C)C=CC(=C2)C(F)(F)F (2-Chloro-5-trifluoromethyl-1-(2-trimethylsilanyl-ethoxymethyl)-1H-benzoimidazole), FC(C=1C(=NC=CC1)N1CC(NCC1)=O)(F)F (4-(3-Trifluoromethyl-pyridin-2-yl)-piperazin-2-one), C1(=CC=CC=C1)P(C1=CC=CC=2C(C3=CC=CC(=C3OC12)P(C1=CC=CC=C1)C1=CC=CC=C1)(C)C)C1=CC=CC=C1 (4,5-bis (diphenylphosphino)-9,9-dimethylxanthene), C([O-])([O-])=O.[Cs+].[Cs+] (cesium carbonate). The product is FC1=C(C=C(C=C1)NC(OC(C)(C)C)=O)NC1=NC(=NC=C1C=O)SC (tert-butyl (4-fluoro-3-((5-formyl-2-(methylthio)pyrimidin-4-yl)amino)phenyl)carbamate). Procedure: The title compound was prepared according to the procedures described for Intermediate 50, starting from tert-butyl (3-amino-4-fluorophenyl)carbamate (58a; prepared according to the reported protocol in Kuramoto, Y. et al. J. Med. Chem. 2003, 46, 1905-1917). As a reaction SMILES: [CH:1]([C:3]1[C:4]([NH:11][C:12]2[CH:13]=[C:14]([NH:18][C:19](=[O:25])[O:20][C:21]([CH3:24])([CH3:23])[CH3:22])[CH:15]=[CH:16][CH:17]=2)=[N:5][C:6]([S:9][CH3:10])=[N:7][CH:8]=1)=[O:2].NC1C=C(NC(=O)OC(C)(C)C)C=CC=1[F:33]>>[F:33][C:17]1[CH:16]=[CH:15][C:14]([NH:18][C:19](=[O:25])[O:20][C:21]([CH3:22])([CH3:24])[CH3:23])=[CH:13][C:12]=1[NH:11][C:4]1[C:3]([CH:1]=[O:2])=[CH:8][N:7]=[C:6]([S:9][CH3:10])[N:5]=1. Starting materials: C(=O)C=1C(=NC(=NC1)SC)NC=1C=C(C=CC1)NC(OC(C)(C)C)=O (tert-butyl (3-((5-formyl-2-(methylthio)pyrimidin-4-yl)amino)phenyl)carbamate), NC=1C=C(C=CC1F)NC(OC(C)(C)C)=O (tert-butyl (3-amino-4-fluorophenyl)carbamate), 58a. The reactants are C(C)OC(=O)C=1SC=C(C1)OC (4-Methoxy-2-thiophenecarboxylic acid ethyl ester). Solvent: C(C)O (ethanol), O1CCCC1 (tetrahydrofuran), [OH-].[Na+] (sodium hydroxide). Reaction conditions: time 3 hour. Product: COC=1C=C(SC1)C(=O)O (4-Methoxy-2-thiophenecarboxylic Acid). RXN SMILES: C([O:3][C:4]([C:6]1[S:7][CH:8]=[C:9]([O:11][CH3:12])[CH:10]=1)=[O:5])C>C(O)C.O1CCCC1.[OH-].[Na+]>[CH3:12][O:11][C:9]1[CH:10]=[C:6]([C:4]([OH:5])=[O:3])[S:7][CH:8]=1 |f:3.4|. Procedure details: 3-Methoxythiophene (4.0 ml) was dissolved in tetrahydrofuran (50 ml), and the mixture was cooled to -78° C. n-Butyllithium (1.6M in hexane, 19.5 ml) was slowly added dropwise, and the mixture was stirred at the same temperature for 1 hour. The mixture was poured into a mixture of dry ice and diethyl ether, and warmed to room temperature with stirring. The solvent was distilled off, and the residue was acidified with 1N hydrochloric acid and extracted with ethyl acetate. The extract was dried ove... Reactants: C(C1=CC=CC=C1)OC1=CC=C(OC2=C(C=C(C(=O)Cl)C=C2)NC=2C3=C(N=CN2)N=C(C=C3)C(C)C)C=C1 (4-(4-Benzyloxy-phenoxy)-3-(7-isopropyl-pyrido[2,3-d]pyrimidin-4-ylamino)-benzoyl chloride), N1=CC=C(C=C1)N (Pyridin-4-ylamine). The product is C(C1=CC=CC=C1)OC1=CC=C(OC2=C(C=C(C(=O)NC3=CC=NC=C3)C=C2)NC=2C3=C(N=CN2)N=C(C=C3)C(C)C)C=C1 (4-(4-Benzyloxy-phenoxy)-3-(7-isopropyl-pyrido[2,3-d]pyrimidin-4-ylamino)-N-pyridin-4-yl-benzamide). Reaction SMILES: [CH2:1]([O:8][C:9]1[CH:38]=[CH:37][C:12]([O:13][C:14]2[CH:22]=[CH:21][C:17]([C:18](Cl)=[O:19])=[CH:16][C:15]=2[NH:23][C:24]2[C:25]3[CH:33]=[CH:32][C:31]([CH:34]([CH3:36])[CH3:35])=[N:30][C:26]=3[N:27]=[CH:28][N:29]=2)=[CH:11][CH:10]=1)[C:2]1[CH:7]=[CH:6][CH:5]=[CH:4][CH:3]=1.[N:39]1[CH:44]=[CH:43][C:42]([NH2:45])=[CH:41][CH:40]=1>>[CH2:1]([O:8][C:9]1[CH:38]=[CH:37][C:12]([O:13][C:14]2[CH:22]=[CH:21][C:17]([C:18]([NH:45][C:42]3[CH:43]=[CH:44][N:39]=[CH:40][CH:41]=3)=[O:19])=[CH:16][C:15]=2[NH:23][C:24]2[C:25]3[CH:33]=[CH:32][C:31]([CH:34]([CH3:36])[CH3:35])=[N:30][C:26]=3[N:27]=[CH:28][N:29]=2)=[CH:11][CH:10]=1)[C:2]1[CH:7]=[CH:6][CH:5]=[CH:4][CH:3]=1. Procedure: A solution of the product from Example 43D and Pyridin-4-ylamine was reacted to provide 4-(4-Benzyloxy-phenoxy)-3-(7-isopropyl-pyrido[2,3-d]pyrimidin-4-ylamino)-N-pyridin-4-yl-benzamide using the procedure from Example 43E. The material was then deprotected using the procedure from Example 43F to provide the crude title compound which was purified by HPLC with TFA to provide the title compound as a trifluoroacetic acid salt (30 mg, 61%). 1H NMR (300 MHz, DMSO-D6) δ ppm: 1.34 (d, J=6.62 Hz, 6 H) ... Starting materials: O=C([O-])[O-], COC(=O)c1cc(I)c(O)c(C(C)(C)C)c1, COS(=O)(=O)OC, CN(C)C=O, [K+], [K+], O. The product is COC(=O)c1cc(I)c(OC)c(C(C)(C)C)c1. Reaction SMILES: [C:17](=[O:18])([O-:19])[O-:20].[C:1]([CH3:2])([CH3:3])([CH3:4])[c:5]1[cH:6][c:7]([C:8](=[O:9])[O:10][CH3:11])[cH:12][c:13]([I:16])[c:14]1[OH:15].[CH3:23][O:24][S:25](=[O:26])(=[O:27])[O:28][CH3:29].[CH3:31][N:32]([CH3:33])[CH:34]=[O:35].[K+:21].[K+:22].[OH2:30]>>[C:1]([CH3:2])([CH3:3])([CH3:4])[c:5]1[cH:6][c:7]([C:8](=[O:9])[O:10][CH3:11])[cH:12][c:13]([I:16])[c:14]1[O:15][CH3:17].